From a dataset of the Open Reaction Database (ORD), a public repository of structured organic reaction records. describe an organic reaction: reactants, conditions, products, and yield Reactants: BrC1=CC=C(C=N1)C1=NN(C2=C1CC=1SC=CC21)COCC[Si](C)(C)C (6-(6-Bromo-pyridin-3-yl)-4-(2-trimethylsilanyl-ethoxymethyl)-4,7-dihydro-1-thia-4,5-diaza-cyclopenta[a]pentalene), C(C)(=O)N (acetamide), C(=O)([O-])[O-].[Cs+].[Cs+] (Cs2CO3), CC1(C2=C(C(=CC=C2)P(C3=CC=CC=C3)C4=CC=CC=C4)OC5=C(C=CC=C51)P(C6=CC=CC=C6)C7=CC=CC=C7)C (Xantphos). Reagents/catalysts: CC(=O)[O-].CC(=O)[O-].[Pd+2] (Pd(OAc)2). Run in O1CCOCC1 (dioxane). Reaction conditions: temperature 100 celsius. Yields the product C[Si](CCOCN1N=C(C2=C1C=1C=CSC1C2)C=2C=CC(=NC2)NC(C)=O)(C)C (N-{5-[4-(2-Trimethylsilanyl-ethoxymethyl)-4,7-dihydro-1-thia-4,5-diaza-cyclopenta[a]pentalen-6-yl]-pyridin-2-yl}-acetamide). Isolated yield 71.0%. As a reaction SMILES: Br[C:2]1[N:7]=[CH:6][C:5]([C:8]2[C:12]3[CH2:13][C:14]4[S:15][CH:16]=[CH:17][C:18]=4[C:11]=3[N:10]([CH2:19][O:20][CH2:21][CH2:22][Si:23]([CH3:26])([CH3:25])[CH3:24])[N:9]=2)=[CH:4][CH:3]=1.[C:27]([NH2:30])(=[O:29])[CH3:28].C([O-])([O-])=O.[Cs+].[Cs+].CC1(C)C2C(=C(P(C3C=CC=CC=3)C3C=CC=CC=3)C=CC=2)OC2C(P(C3C=CC=CC=3)C3C=CC=CC=3)=CC=CC1=2>O1CCOCC1.CC([O-])=O.CC([O-])=O.[Pd+2]>[CH3:24][Si:23]([CH3:26])([CH3:25])[CH2:22][CH2:21][O:20][CH2:19][N:10]1[C:11]2[C:18]3[CH:17]=[CH:16][S:15][C:14]=3[CH2:13][C:12]=2[C:8]([C:5]2[CH:4]=[CH:3][C:2]([NH:30][C:27](=[O:29])[CH3:28])=[N:7][CH:6]=2)=[N:9]1 |f:2.3.4,7.8.9|. Procedure: A mixture of the corresponding intermediate 6-(6-Bromo-pyridin-3-yl)-4-(2-trimethylsilanyl-ethoxymethyl)-4,7-dihydro-1-thia-4,5-diaza-cyclopenta[a]pentalene (0.45 g, 1.0 mmol), acetamide (0.15 g, 2.5 mmol), Cs2CO3 (2 M, 3.0 mL), Xantphos (58 mg, 0.1 mmol) and Pd(OAc)2 (22 mg, 0.1 mmol) in dioxane (5 mL) was heated at 100° C. for 8 hr. The solution was cooled to room temperature and extracted with ethyl acetate. The target product was purified by gravity column chromatography (50% EtOAc in hexane... The reactants are S(=O)(=O)(Cl)Cl (sulfuryl chloride), CC1=C(CC(C(=O)OCC)C(=O)C)C=CC=C1 (ethyl 2-(o-methylbenzyl)-acetoacetate). The product is ClC(C(=O)OCC)(C(=O)C)CC1=C(C=CC=C1)C (ethyl 2-chloro-2-(o-methylbenzyl)-acetoacetate). Reaction SMILES: S(Cl)([Cl:4])(=O)=O.[CH3:6][C:7]1[CH:22]=[CH:21][CH:20]=[CH:19][C:8]=1[CH2:9][CH:10]([C:16]([CH3:18])=[O:17])[C:11]([O:13][CH2:14][CH3:15])=[O:12]>>[Cl:4][C:10]([CH2:9][C:8]1[CH:19]=[CH:20][CH:21]=[CH:22][C:7]=1[CH3:6])([C:16]([CH3:18])=[O:17])[C:11]([O:13][CH2:14][CH3:15])=[O:12]. Procedure details: 325 g (2.4 moles) of sulfuryl chloride were added dropwise to 511.0 g (2.2 moles) of ethyl 2-(o-methylbenzyl)-acetoacetate in the course of 2 hours, while stirring. Thereafter, the mixture was heated at 50° to 55° C. for 4 hours. The crude product was purified by vacuum distillation without a column. 547 g (92% of the theoretical yield) of ethyl 2-chloro-2-(o-methylbenzyl)-acetoacetate of boiling point 120° C. at 0.01 mm Hg were obtained. Reactants: [BH3-]C#N, CC(=O)O, CO, COc1cc2c(cc1OC)C(Cc1ccc(Cl)c(Cl)c1)=NCC(=O)N2, [Na+], O. The product is COc1cc2c(cc1OC)C(Cc1ccc(Cl)c(Cl)c1)NCC(=O)N2. As a reaction SMILES: [C:26]([BH3-:27])#[N:28].[CH3:31][C:32](=[O:33])[OH:34].[CH3:35][OH:36].[Cl:1][c:2]1[cH:3][c:4]([CH2:5][C:6]2=[N:12][CH2:11][C:10](=[O:13])[NH:9][c:8]3[c:7]2[cH:17][c:16]([O:18][CH3:19])[c:15]([O:20][CH3:21])[cH:14]3)[cH:22][cH:23][c:24]1[Cl:25].[Na+:29].[OH2:30]>>[Cl:1][c:2]1[cH:3][c:4]([CH2:5][CH:6]2[c:7]3[c:8]([cH:14][c:15]([O:20][CH3:21])[c:16]([O:18][CH3:19])[cH:17]3)[NH:9][C:10](=[O:13])[CH2:11][NH:12]2)[cH:22][cH:23][c:24]1[Cl:25]. Reactants: Cc1c(CCC(=O)c2c[nH]c3ccccc23)ncn1C(c1ccccc1)(c1ccccc1)c1ccccc1, CN(C)C(=O)Cl, [H-], [Na+], CN(C)C=O, O. Product: Cc1c(CCC(=O)c2cn(C(=O)N(C)C)c3ccccc23)ncn1C(c1ccccc1)(c1ccccc1)c1ccccc1. RXN SMILES: [CH3:1][c:2]1[c:3]([CH2:26][CH2:27][C:28](=[O:29])[c:30]2[cH:31][nH:32][c:33]3[cH:34][cH:35][cH:36][cH:37][c:38]23)[n:4][cH:5][n:6]1[C:7]([c:8]1[cH:9][cH:10][cH:11][cH:12][cH:13]1)([c:14]1[cH:15][cH:16][cH:17][cH:18][cH:19]1)[c:20]1[cH:21][cH:22][cH:23][cH:24][cH:25]1.[CH3:41][N:42]([C:43](=[O:44])[Cl:45])[CH3:46].[H-:39].[Na+:40].[O:48]=[CH:49][N:50]([CH3:51])[CH3:52].[OH2:47]>>[CH3:1][c:2]1[c:3]([CH2:26][CH2:27][C:28](=[O:29])[c:30]2[cH:31][n:32]([C:43]([N:42]([CH3:41])[CH3:46])=[O:44])[c:33]3[cH:34][cH:35][cH:36][cH:37][c:38]23)[n:4][cH:5][n:6]1[C:7]([c:8]1[cH:9][cH:10][cH:11][cH:12][cH:13]1)([c:14]1[cH:15][cH:16][cH:17][cH:18][cH:19]1)[c:20]1[cH:21][cH:22][cH:23][cH:24][cH:25]1. The reagents and catalysts are [Cu](I)I (copper iodide), Cl[Pd]([P](C1=CC=CC=C1)(C2=CC=CC=C2)C3=CC=CC=C3)([P](C4=CC=CC=C4)(C5=CC=CC=C5)C6=CC=CC=C6)Cl (dichlorobis(triphenylphosphine)-palladium(II)). The product is ClC1=CC=C(C=C1)CNC(=O)C=1C=NC2=C(C=C(C=C2C1O)C#CCSCC)F (N-[(4-Chlorophenyl)methyl]-6-[3-(ethylthio)-1-propynyl]-8-fluoro-4-hydroxy-3-quinolinecarboxamide). Reaction SMILES: [Cl:1][C:2]1[CH:7]=[CH:6][C:5]([CH2:8][NH:9][C:10]([C:12]2[CH:13]=[N:14][C:15]3[C:20]([C:21]=2[OH:22])=[CH:19][C:18](I)=[CH:17][C:16]=3[F:24])=[O:11])=[CH:4][CH:3]=1.[CH2:25]([S:27][CH2:28][C:29]#[CH:30])[CH3:26]>C(NCC)C.[Cu](I)I.Cl[Pd](Cl)([P](C1C=CC=CC=1)(C1C=CC=CC=1)C1C=CC=CC=1)[P](C1C=CC=CC=1)(C1C=CC=CC=1)C1C=CC=CC=1>[Cl:1][C:2]1[CH:7]=[CH:6][C:5]([CH2:8][NH:9][C:10]([C:12]2[CH:13]=[N:14][C:15]3[C:20]([C:21]=2[OH:22])=[CH:19][C:18]([C:30]#[C:29][CH2:28][S:27][CH2:25][CH3:26])=[CH:17][C:16]=3[F:24])=[O:11])=[CH:4][CH:3]=1 |^1:41,60|. Run in C(C)NCC (diethylamine). Procedure: A mixture of N-[(4-chlorophenyl)methyl]-8-fluoro-4-hydroxy-6-iodo-3-quinolinecarboxamide from Example No. 5 (1.5 g), propargyl ethyl sulfide (1.04 g, 10.4 mmol), copper iodide (0.125 g), and dichlorobis(triphenylphosphine)-palladium(II) (0.462 g) in diethylamine are stirred at room temperature overnight. The reaction mixture is then concentrated in vacuo, and the residue is suspended in water (100 mL) and extracted with four 50-mL portions of EtOAc. The combined organic layers are then dried ove... Starting materials: ClC1=CC=C(C=C1)CNC(=O)C=1C=NC2=C(C=C(C=C2C1O)I)F (N-[(4-chlorophenyl)methyl]-8-fluoro-4-hydroxy-6-iodo-3-quinolinecarboxamide), 5, C(C)SCC#C (propargyl ethyl sulfide). Reactants: ClC1=CC2=C(SC(=C2C)S(=O)(=O)NC=2C=C(C=CC2)C2CN(C2)C(=O)OC(C)(C)C)C=C1 (tert-Butyl 3-(3-(5-chloro-3-methylbenzo[b]thiophene-2-sulfonamido)phenyl)azetidine-1-carboxylate). Run in C(=O)O (formic acid). Yields the product N1CC(C1)C=1C=C(C=CC1)NS(=O)(=O)C1=C(C2=C(S1)C=CC(=C2)Cl)C (5-Chloro-3-methyl-benzo[b]thiophene-2-sulfonic acid (3-azetidin-3-yl-phenyl)-amide). Isolated yield 102.7%. As a reaction SMILES: [Cl:1][C:2]1[CH:32]=[CH:31][C:5]2[S:6][C:7]([S:10]([NH:13][C:14]3[CH:15]=[C:16]([CH:20]4[CH2:23][N:22](C(OC(C)(C)C)=O)[CH2:21]4)[CH:17]=[CH:18][CH:19]=3)(=[O:12])=[O:11])=[C:8]([CH3:9])[C:4]=2[CH:3]=1>C(O)=O>[NH:22]1[CH2:23][CH:20]([C:16]2[CH:15]=[C:14]([NH:13][S:10]([C:7]3[S:6][C:5]4[CH:31]=[CH:32][C:2]([Cl:1])=[CH:3][C:4]=4[C:8]=3[CH3:9])(=[O:12])=[O:11])[CH:19]=[CH:18][CH:17]=2)[CH2:21]1. Procedure details: tert-Butyl 3-(3-(5-chloro-3-methylbenzo[b]thiophene-2-sulfonamido)phenyl)azetidine-1-carboxylate (140 mg, 0.28 mmol) was stirred in formic acid (3 ml) at 0° C. for 3 h. The solution was concentrated, dissolved in water, concentrated HCl added and the solution concentrated by lyophylisation to give the title compound (113 mg, 93%) as a white foam. The reactants are C(C1=CC=CC=C1)C(CNC1CC2=CC=CC=C2C1)C1NCCCC1 (2-[1-Benzyl-2-((indan-2-yl)amino)ethyl]piperidine), BrC=1SC=CN1 (2-bromo-thiazole), CC(C)(C)[O-].[Na+] (NaOtBu), super base. Reagents/catalysts: C=1C=CC(=CC1)/C=C/C(=O)/C=C/C2=CC=CC=C2.C=1C=CC(=CC1)/C=C/C(=O)/C=C/C2=CC=CC=C2.C=1C=CC(=CC1)/C=C/C(=O)/C=C/C2=CC=CC=C2.[Pd].[Pd] (Pd2 dba3). Solvent: C1(=CC=CC=C1)C (toluene). The product is C(C1=CC=CC=C1)C(CN(C=1SC=CN1)C1CC2=CC=CC=C2C1)C1NCCCC1 (2-[1-Benzyl-2-((indan-2-yl)(thiazol-2-yl)amino)ethyl]piperidine). RXN SMILES: [CH2:1]([CH:8]([CH:20]1[CH2:25][CH2:24][CH2:23][CH2:22][NH:21]1)[CH2:9][NH:10][CH:11]1[CH2:19][C:18]2[C:13](=[CH:14][CH:15]=[CH:16][CH:17]=2)[CH2:12]1)[C:2]1[CH:7]=[CH:6][CH:5]=[CH:4][CH:3]=1.Br[C:27]1[S:28][CH:29]=[CH:30][N:31]=1.CC([O-])(C)C.[Na+]>C1(C)C=CC=CC=1.C1C=CC(/C=C/C(/C=C/C2C=CC=CC=2)=O)=CC=1.C1C=CC(/C=C/C(/C=C/C2C=CC=CC=2)=O)=CC=1.C1C=CC(/C=C/C(/C=C/C2C=CC=CC=2)=O)=CC=1.[Pd].[Pd]>[CH2:1]([CH:8]([CH:20]1[CH2:25][CH2:24][CH2:23][CH2:22][NH:21]1)[CH2:9][N:10]([CH:11]1[CH2:19][C:18]2[C:13](=[CH:14][CH:15]=[CH:16][CH:17]=2)[CH2:12]1)[C:27]1[S:28][CH:29]=[CH:30][N:31]=1)[C:2]1[CH:3]=[CH:4][CH:5]=[CH:6][CH:7]=1 |f:2.3,5.6.7.8.9|. Procedure: To a stirred solution of compound 51 (2 g, 5.98 mmol) in dry toluene (35 mL) were added 2-bromo-thiazole (0.53 mL, 5.98 mmol) and NaOtBu (0.805 g, 8.38 mmol) and the solution was degassed with argon for 30 minutes. Pd2 dba3 (0.274 g, 0.30 mmol) and Verkade's super base (0.42 mL, 1.19 mmol) were then added and the resulting mixture was refluxed for 16 hours. The reaction mixture was filtered through a Celite® pad and was washed with ethyl acetate. The organic layer was washed with water and brine...